From a dataset of the Open Reaction Database (ORD), a public repository of structured organic reaction records. describe an organic reaction: reactants, conditions, products, and yield Reactants: BrC1=CC=C2C=CNC(C2=C1)=O (7-bromoisoquinolin-1(2H)-one), ICC(F)(F)F (iodotrifluoroethane), [H-].[Na+] (sodium hydride). Solvent: C(C)(=O)OCC (ethyl acetate), O (water). Product: BrC1=CC=C2C=CN(C(C2=C1)=O)CC(F)(F)F (7-bromo-2-(2,2,2-trifluoroethyl)isoquinolin-1(2H)-one). The yield is 22.0%. As a reaction SMILES: [Br:1][C:2]1[CH:11]=[C:10]2[C:5]([CH:6]=[CH:7][NH:8][C:9]2=[O:12])=[CH:4][CH:3]=1.I[CH2:14][C:15]([F:18])([F:17])[F:16].[H-].[Na+]>C(OCC)(=O)C.O>[Br:1][C:2]1[CH:11]=[C:10]2[C:5]([CH:6]=[CH:7][N:8]([CH2:14][C:15]([F:18])([F:17])[F:16])[C:9]2=[O:12])=[CH:4][CH:3]=1 |f:2.3|. Procedure details: To a stirred solution of 7-bromoisoquinolin-1(2H)-one (5 g, 22.3 mmol) and iodotrifluoroethane (4.9 g, 23.4 mmol) in dimethylacetimide cooled to 5° C. was added sodium hydride 60% wt (0.89 g 22.3 mmol) portion wise over 5 minutes. After complete addition reaction mixture allowed to warm up to room temperature over 2 hours and then heated at 50° C. for 24 hours. Reaction mixture was evaporated to leave a residue, which was diluted with ethyl acetate (200 ml) and water (200 ml). The aqueous layer ... Reactants: COC(C(CCN1CC2CCS(N2CC1)(=O)=O)(C)C1=CC(=C(C=C1)Cl)Cl)=O (2-(3,4-dichloro-phenyl)-4-(1,1-dioxo-hexahydro-1λ6-thia-5,7a-diaza-inden-5-yl)-2-methyl-butyric acid methyl ester), O[Li].O (LiOH.H2O). Run in O (water), C1CCOC1 (THF). Reaction conditions: time 48 hour. Product: ClC=1C=C(C=CC1Cl)C(C(=O)O)(CCN1CC2CCS(N2CC1)(=O)=O)C (2-(3,4-Dichloro-phenyl)-4-(1,1-dioxo-hexahydro-1λ6-thia-5,7a-diaza-inden-5-yl)-2-methyl-butyric acid). Reaction SMILES: C[O:2][C:3](=[O:27])[C:4]([C:19]1[CH:24]=[CH:23][C:22]([Cl:25])=[C:21]([Cl:26])[CH:20]=1)([CH3:18])[CH2:5][CH2:6][N:7]1[CH2:15][CH2:14][N:13]2[CH:9]([CH2:10][CH2:11][S:12]2(=[O:17])=[O:16])[CH2:8]1.O[Li].O>O.C1COCC1>[Cl:26][C:21]1[CH:20]=[C:19]([C:4]([CH3:18])([CH2:5][CH2:6][N:7]2[CH2:15][CH2:14][N:13]3[CH:9]([CH2:10][CH2:11][S:12]3(=[O:16])=[O:17])[CH2:8]2)[C:3]([OH:27])=[O:2])[CH:24]=[CH:23][C:22]=1[Cl:25] |f:1.2|. Procedure: A mixture of 1.16 g (2.6 mmol) 2-(3,4-dichloro-phenyl)-4-(1,1-dioxo-hexahydro-1λ6-thia-5,7a-diaza-inden-5-yl)-2-methyl-butyric acid methyl ester and 0.123 g (2.9 mmol) LiOH.H2O in 40 mL water and 40 mL THF was stirred at room temperature for 48 h. After evaporation of THF the pH was adjusted to pH=2 with 2N HCl aq., evaporated to dryness, taken up in acetonitrile and evaporated (3×), The residue was dried at 60° C. under high vacuum and used without further purification in the consecutive amide ... Starting materials: C([O-])([O-])=O.[K+].[K+] (potassium carbonate), ClC1=CC(=C(C=C1)O)C#N (4-chloro-2-cyanophenol), BrC(C=O)(C)C (2-bromo-2-methyl propanal). Run in C1CCOC1 (THF). Reaction conditions: temperature 4 celsius. Product: ClC1=CC(=C(OC(C=O)(C)C)C=C1)C#N (2-(4-chloro-2-cyanophenoxy)-2-methylpropanal). Yield: 94.7%. As a reaction SMILES: C(=O)([O-])[O-].[K+].[K+].[Cl:7][C:8]1[CH:13]=[CH:12][C:11]([OH:14])=[C:10]([C:15]#[N:16])[CH:9]=1.Br[C:18]([CH3:22])([CH3:21])[CH:19]=[O:20]>C1COCC1>[Cl:7][C:8]1[CH:13]=[CH:12][C:11]([O:14][C:18]([CH3:22])([CH3:21])[CH:19]=[O:20])=[C:10]([C:15]#[N:16])[CH:9]=1 |f:0.1.2|. Procedure: Anhydrous potassium carbonate (2.76 g) was added to a stirred solution of 4-chloro-2-cyanophenol (1.53 g) and 2-bromo-2-methyl propanal (2.26 g) in THF (50 ml) and the mixture heated at reflux for 5 hours. The mixture was then cooled to 4° C., the suspended solid removed by filtration and the filtrate evaporated to give a yellow oil which crystallised on standing. The solid was triturated with hexane and collected by filtration to give 2-(4-chloro-2-cyanophenoxy)-2-methylpropanal (2.11 g), m.p. ...